From a dataset of the Open Reaction Database (ORD), a public repository of structured organic reaction records. describe an organic reaction: reactants, conditions, products, and yield Reactants: COC(C(F)(C1CC=2NC3=CC=C(C=C3C2CC1)Cl)S(=O)(=O)C1=CC=CC=C1)=O ((RS,SR)-benzenesulfonyl-(6-chloro-2,3,4,9-tetrahydro-1H-carbazol-2-yl)-fluoro-acetic acid methyl ester), [C-]#N.[Na+] (sodium cyanide). Solvent: CN (methylamine). Conditions: temperature 90 celsius, time 2 hour. Product: C1(=CC=CC=C1)S(=O)(=O)C(C(=O)NC)(F)C1CC=2NC3=CC=C(C=C3C2CC1)Cl ((RS,SR)-2-benzenesulfonyl-2-(6-chloro-2,3,4,9-tetrahydro-1H-carbazol-2-yl)-2-fluoro-N-methyl-acetamide). Yield: 289.5%. RXN SMILES: CO[C:3](=[O:29])[C:4]([S:20]([C:23]1[CH:28]=[CH:27][CH:26]=[CH:25][CH:24]=1)(=[O:22])=[O:21])([CH:6]1[CH2:18][CH2:17][C:16]2[C:15]3[C:10](=[CH:11][CH:12]=[C:13]([Cl:19])[CH:14]=3)[NH:9][C:8]=2[CH2:7]1)[F:5].[C-:30]#[N:31].[Na+]>CN>[C:23]1([S:20]([C:4]([CH:6]2[CH2:18][CH2:17][C:16]3[C:15]4[C:10](=[CH:11][CH:12]=[C:13]([Cl:19])[CH:14]=4)[NH:9][C:8]=3[CH2:7]2)([F:5])[C:3]([NH:31][CH3:30])=[O:29])(=[O:21])=[O:22])[CH:28]=[CH:27][CH:26]=[CH:25][CH:24]=1 |f:1.2|. Reported procedure: To 400 mg (0.92 mmol) of (RS,SR)-benzenesulfonyl-(6-chloro-2,3,4,9-tetrahydro-1H-carbazol-2-yl)-fluoro-acetic acid methyl ester (from example 12) in a sealed tube were added 20 mL of methylamine (33% wt. solution in EtOH) and 13 mg (0.27 mmol, 0.3 eq) of sodium cyanide. The reaction mixture was stirred at 90° C. for 2 hours, and the solvent was evaporated. Column chromatography on silica gel with EtOAc yielded 340 mg (86%) of (RS,SR)-2-benzenesulfonyl-2-(6-chloro-2,3,4,9-tetrahydro-1H-carbazol-2... Reactants: O=C([O-])[O-], ClCCl, Cc1cc(OC(=O)CCl)c(OC(=O)CCl)cc1C(=O)Cl, [K+], [K+], Cc1cc(SCC2=C(C(=O)OC(c3ccccc3)c3ccccc3)N3C(=O)C(NC(=O)C(=NO)c4csc(NC(c5ccccc5)(c5ccccc5)c5ccccc5)n4)C3SC2)n2nc(C(=O)OC(c3ccccc3)c3ccccc3)nc2n1. Product: Cc1cc(SCC2=C(C(=O)OC(c3ccccc3)c3ccccc3)N3C(=O)C(NC(=O)C(=NOC(=O)c4cc(OC(=O)CCl)c(OC(=O)CCl)cc4C)c4csc(NC(c5ccccc5)(c5ccccc5)c5ccccc5)n4)C3SC2)n2nc(C(=O)OC(c3ccccc3)c3ccccc3)nc2n1. RXN SMILES: [C:85](=[O:86])([O-:87])[O-:88].[Cl:111][CH2:112][Cl:113].[Cl:91][CH2:92][C:93](=[O:94])[O:95][c:96]1[cH:97][c:98]([CH3:110])[c:99]([C:100](=[O:101])[Cl:102])[cH:103][c:104]1[O:105][C:106]([CH2:107][Cl:108])=[O:109].[K+:89].[K+:90].[c:1]1([CH:7]([c:8]2[cH:9][cH:10][cH:11][cH:12][cH:13]2)[O:14][C:15](=[O:16])[C:17]2=[C:24]([CH2:25][S:26][c:27]3[cH:28][c:29]([CH3:52])[n:30][c:31]4[n:32]3[n:33][c:34]([C:36](=[O:37])[O:38][CH:39]([c:40]3[cH:41][cH:42][cH:43][cH:44][cH:45]3)[c:46]3[cH:47][cH:48][cH:49][cH:50][cH:51]3)[n:35]4)[CH2:23][S:22][CH:21]3[N:18]2[C:19](=[O:84])[CH:20]3[NH:53][C:54]([C:55](=[N:56][OH:57])[c:58]2[n:59][c:60]([NH:63][C:64]([c:65]3[cH:66][cH:67][cH:68][cH:69][cH:70]3)([c:71]3[cH:72][cH:73][cH:74][cH:75][cH:76]3)[c:77]3[cH:78][cH:79][cH:80][cH:81][cH:82]3)[s:61][cH:62]2)=[O:83])[cH:2][cH:3][cH:4][cH:5][cH:6]1>>[c:1]1([CH:7]([c:8]2[cH:9][cH:10][cH:11][cH:12][cH:13]2)[O:14][C:15](=[O:16])[C:17]2=[C:24]([CH2:25][S:26][c:27]3[cH:28][c:29]([CH3:52])[n:30][c:31]4[n:32]3[n:33][c:34]([C:36](=[O:37])[O:38][CH:39]([c:40]3[cH:41][cH:42][cH:43][cH:44][cH:45]3)[c:46]3[cH:47][cH:48][cH:49][cH:50][cH:51]3)[n:35]4)[CH2:23][S:22][CH:21]3[N:18]2[C:19](=[O:84])[CH:20]3[NH:53][C:54]([C:55](=[N:56][O:57][C:100]([c:99]2[c:98]([CH3:110])[cH:97][c:96]([O:95][C:93]([CH2:92][Cl:91])=[O:94])[c:104]([O:105][C:106]([CH2:107][Cl:108])=[O:109])[cH:103]2)=[O:101])[c:58]2[n:59][c:60]([NH:63][C:64]([c:65]3[cH:66][cH:67][cH:68][cH:69][cH:70]3)([c:71]3[cH:72][cH:73][cH:74][cH:75][cH:76]3)[c:77]3[cH:78][cH:79][cH:80][cH:81][cH:82]3)[s:61][cH:62]2)=[O:83])[cH:2][cH:3][cH:4][cH:5][cH:6]1.